Dataset: the Open Reaction Database (ORD), a public repository of structured organic reaction records. Task: describe an organic reaction: reactants, conditions, products, and yield Reactants: CC1=CC(=CO1)C(=O)Cl (5-methylfuran-3-carbonyl chloride), [OH-].[NH4+] (ammonium hydroxide). Run in C1=CC=CC=C1 (benzene). Reaction conditions: time 3 hour. Yields the product CC1=CC(=CO1)C(=O)N (5-Methylfuran-3-carboxamide). Reaction SMILES: [CH3:1][C:2]1[O:6][CH:5]=[C:4]([C:7](Cl)=[O:8])[CH:3]=1.[OH-].[NH4+:11]>C1C=CC=CC=1>[CH3:1][C:2]1[O:6][CH:5]=[C:4]([C:7]([NH2:11])=[O:8])[CH:3]=1 |f:1.2|. Reported procedure: 24.7 g (171 mmol) of 5-methylfuran-3-carbonyl chloride were added dropwise to a stirred mixture of 80 ml of a 25% strength ammonium hydroxide solution and 80 ml of benzene at 25-40° C. The resulting mixture was stirred for 3 h and left to stand overnight. The next day, white crystals of the amide were filtered off, washed with cold water and dried to constant weight at 40-45° C. Yield 19.7 g (158 mmol, 92%), melting point 158° C. The reactants are ClC1=C2C=CNC2=CC=C1 (4-chloroindole), ClC1=C(C=CC=C1)C(N1CCNCC1)C1=CC=C(C=C1)Cl (N′-[(2-chlorophenyl)(4-chlorophenyl)methyl]piperazine), C=O (formaldehyde), C([O-])(O)=O.[Na+] (sodium bicarbonate). Solvent: O1CCOCC1 (dioxane), C(C)(=O)O (acetic acid), O1CCOCC1 (dioxane). Conditions: time 5 hour. The product is ClC1=C2C(=CNC2=CC=C1)CN1CCN(CC1)C(C1=C(C=CC=C1)Cl)C1=CC=C(C=C1)Cl (N-(4-chloroindol-3-ylmethyl)-N′-[(4-chlorophenyl)(2-chlorophenyl)methyl]piperazine). Reaction SMILES: [Cl:1][C:2]1[CH:7]=[CH:6][CH:5]=[CH:4][C:3]=1[CH:8]([C:15]1[CH:20]=[CH:19][C:18]([Cl:21])=[CH:17][CH:16]=1)[N:9]1[CH2:14][CH2:13][NH:12][CH2:11][CH2:10]1.C=O.[Cl:24][C:25]1[CH:33]=[CH:32][CH:31]=[C:30]2[C:26]=1[CH:27]=[CH:28][NH:29]2.[C:34](=O)(O)[O-].[Na+]>O1CCOCC1.C(O)(=O)C>[Cl:24][C:25]1[CH:33]=[CH:32][CH:31]=[C:30]2[C:26]=1[C:27]([CH2:34][N:12]1[CH2:11][CH2:10][N:9]([CH:8]([C:15]3[CH:16]=[CH:17][C:18]([Cl:21])=[CH:19][CH:20]=3)[C:3]3[CH:4]=[CH:5][CH:6]=[CH:7][C:2]=3[Cl:1])[CH2:14][CH2:13]1)=[CH:28][NH:29]2 |f:3.4|. Procedure: A stirred solution of 0.4 gram (0.001 mole) of N′-[(2-chlorophenyl)(4-chlorophenyl)methyl]piperazine in 1 mL of dioxane was cooled to 0° C. To this was added 2 mL of glacial acetic acid followed by 0.14 mL of 37% aqueous formaldehyde. A solution of 0.2 gram (0.001 mole) of 4-chloroindole in 1 mL of dioxane was then slowly added. Upon completion of the addition the reaction mixture was warmed to ambient temperature where it stirred for five hours. The reaction mixture was then cooled to 0° C., ne... The reactants are ClCOCc1ccc(Cl)cc1, O=c1ncc(F)c[nH]1. The product is O=c1ncc(F)cn1COCc1ccc(Cl)cc1. As a reaction SMILES: [Cl:1][CH2:2][O:3][CH2:4][c:5]1[cH:6][cH:7][c:8]([Cl:11])[cH:9][cH:10]1.[F:12][c:13]1[cH:14][n:15][c:16](=[O:19])[nH:17][cH:18]1>>[CH2:2]([O:3][CH2:4][c:5]1[cH:6][cH:7][c:8]([Cl:11])[cH:9][cH:10]1)[n:17]1[c:16](=[O:19])[n:15][cH:14][c:13]([F:12])[cH:18]1. Starting materials: C1(CC1)[Mg]Br (cyclopropylmagnesium bromide), ClC1=CC=C(C=C1)C1=NN(C(N1CC=O)=O)CC(=O)NC(C)(C1=CC(=CC=C1)C(F)(F)F)C (2-[3-(4-chlorophenyl)-4-(2-oxoethyl)-5-oxo-4,5-dihydro-1H-1,2,4-triazol-1-yl]-N-{1-methyl-1-[3-(trifluoromethyl)phenyl]ethyl}-acetamide), [Cl-].[NH4+] (ammonium chloride). Run in C1CCOC1 (THF). Run at time 3 hour. Yields the product ClC1=CC=C(C=C1)C1=NN(C(N1CC(O)C1CC1)=O)CC(=O)NC(C)(C1=CC(=CC=C1)C(F)(F)F)C (2-[3-(4-chlorophenyl)-4-(2-cyclopropyl-2-hydroxyethyl)-5-oxo-4,5-dihydro-1H-1,2,4-triazol-1-yl]-N-{1-methyl-1-[3-(trifluoromethyl)phenyl]ethyl}-acetamide). RXN SMILES: [Cl:1][C:2]1[CH:7]=[CH:6][C:5]([C:8]2[N:12]([CH2:13][CH:14]=[O:15])[C:11](=[O:16])[N:10]([CH2:17][C:18]([NH:20][C:21]([CH3:33])([C:23]3[CH:28]=[CH:27][CH:26]=[C:25]([C:29]([F:32])([F:31])[F:30])[CH:24]=3)[CH3:22])=[O:19])[N:9]=2)=[CH:4][CH:3]=1.[CH:34]1([Mg]Br)[CH2:36][CH2:35]1.[Cl-].[NH4+]>C1COCC1>[Cl:1][C:2]1[CH:7]=[CH:6][C:5]([C:8]2[N:12]([CH2:13][CH:14]([CH:34]3[CH2:36][CH2:35]3)[OH:15])[C:11](=[O:16])[N:10]([CH2:17][C:18]([NH:20][C:21]([CH3:33])([C:23]3[CH:28]=[CH:27][CH:26]=[C:25]([C:29]([F:30])([F:31])[F:32])[CH:24]=3)[CH3:22])=[O:19])[N:9]=2)=[CH:4][CH:3]=1 |f:2.3|. Procedure details: 103 mg (0.21 mmol) of 2-[3-(4-chlorophenyl)-4-(2-oxoethyl)-5-oxo-4,5-dihydro-1H-1,2,4-triazol-1-yl]-N-{1-methyl-1-[3-(trifluoromethyl)phenyl]ethyl}-acetamide from Example 401 are dissolved in 1 ml of THF and treated at −78° C. with 1.1 ml (0.54 mmol) of cyclopropylmagnesium bromide (0.5 M solution in THF). This is stirred for 3 hrs at RT and then for a further 2 hrs at 50° C. For the workup, it is treated with saturated ammonium chloride solution and extracted twice with 10 ml of ethyl acetate e... The reactants are [N+](=O)([O-])C1=C(C=CC=C1)O (2-Nitrophenol), C1(CCCC1)Br (cyclopentyl bromide), C([O-])([O-])=O.[K+].[K+] (potassium carbonate). The solvent is CC(=O)C (acetone). The product is C1(CCCC1)OC1=C(C=CC=C1)[N+](=O)[O-] (2-Cyclopentoxynitrobenzene). Yield: 46.8%. Reaction SMILES: [N+:1]([C:4]1[CH:9]=[CH:8][CH:7]=[CH:6][C:5]=1[OH:10])([O-:3])=[O:2].[CH:11]1(Br)[CH2:15][CH2:14][CH2:13][CH2:12]1.C(=O)([O-])[O-].[K+].[K+]>CC(C)=O>[CH:11]1([O:10][C:5]2[CH:6]=[CH:7][CH:8]=[CH:9][C:4]=2[N+:1]([O-:3])=[O:2])[CH2:15][CH2:14][CH2:13][CH2:12]1 |f:2.3.4|. Reported procedure: 2-Nitrophenol (83.5 g, 0.60 mole), cyclopentyl bromide (98.0 g, 0.66 mole), anhydrous potassium carbonate (82.9 g, 0.60 mole) and dry acetone (600 cc) were refluxed for 72 hrs., and filtered to remove the potassium bromide. The residue was washed with acetone and the solvent was removed by rotary evaporation. The residue was partitioned between 200 cc of dichloromethane and water. The dichloromethane layer was washed with 200 cc of 10% potassium hydroxide, separated and the solvent was removed b... Reactants: hydrazone, O=S(Cl)Cl (SOCl2), COC1=CC=C(C=C1)C(C)=O (p-methoxyacetophenone), C(C)OC(NN)=O (ethylcarbazate). Yields the product COC1=CC=C(C=C1)C=1N=NSC1 (4-(4-Methoxyphenyl)-1,2,3-thiadiazole). As a reaction SMILES: [CH3:1][O:2][C:3]1[CH:8]=[CH:7][C:6]([C:9](=O)[CH3:10])=[CH:5][CH:4]=1.C(OC(=O)[NH:16][NH2:17])C.O=[S:20](Cl)Cl>>[CH3:1][O:2][C:3]1[CH:8]=[CH:7][C:6]([C:9]2[N:17]=[N:16][S:20][CH:10]=2)=[CH:5][CH:4]=1. Procedure details: The hydrazone (16.0 g, 68 mmol) derived from p-methoxyacetophenone and ethylcarbazate was added to 50 ml of SOCl2 and cooled in an ice bath. The reaction was warmed to room temperature and then heated at 60° C. for 1 hour. The reaction was cooled, and the solvent was removed under vacuum, affording a crude solid. The solid was recrystallized from ether affording 4 (9.95 g, 76%), m.p. 91°-93.5° C. The reactants are FC1=CC=C(C=C1)C=1C(NN=CC1C1=CC=C(C=C1)S(=O)(=O)C)=O (4-(4-Fluorophenyl)-5-[4-(methylsulfonyl)phenyl]-3(2H)-pyridazinone), C(=O)([O-])[O-].[K+].[K+] (K2CO3), FC1=CC=C(CBr)C=C1 (4-fluorobenzylbromide), [Na+].[I-] (NaI). Run in CN(C=O)C (N,N-dimethylformamide). Yields the product FC1=CC=C(CN2N=CC(=C(C2=O)C2=CC=C(C=C2)F)C2=CC=C(C=C2)S(=O)(=O)C)C=C1 (2-(4-Fluorobenzyl)-4-(4-fluorophenyl)-5-[4-(methylsulfonyl)phenyl]-3(2H)-pyridazinone). Reaction SMILES: [F:1][C:2]1[CH:7]=[CH:6][C:5]([C:8]2[C:9](=[O:24])[NH:10][N:11]=[CH:12][C:13]=2[C:14]2[CH:19]=[CH:18][C:17]([S:20]([CH3:23])(=[O:22])=[O:21])=[CH:16][CH:15]=2)=[CH:4][CH:3]=1.C([O-])([O-])=O.[K+].[K+].[F:31][C:32]1[CH:39]=[CH:38][C:35]([CH2:36]Br)=[CH:34][CH:33]=1.[Na+].[I-]>CN(C)C=O>[F:31][C:32]1[CH:39]=[CH:38][C:35]([CH2:36][N:10]2[C:9](=[O:24])[C:8]([C:5]3[CH:6]=[CH:7][C:2]([F:1])=[CH:3][CH:4]=3)=[C:13]([C:14]3[CH:19]=[CH:18][C:17]([S:20]([CH3:23])(=[O:22])=[O:21])=[CH:16][CH:15]=3)[CH:12]=[N:11]2)=[CH:34][CH:33]=1 |f:1.2.3,5.6|. Procedure details: A solution of the nitrogen-unsubstituted pyridazinone product from Example 19 (160 mg, 0.465 mmol), K2CO3 (193 mg, 1.4 mmol), 4-fluorobenzylbromide (0.09 mL, 0.7 mmol) and NaI (catalytic) in 10 mL of anhydrous N,N-dimethylformamide (DMF) was stirred at room temperature for 18 hours. The reaction mixture was quenched with 2N HCl, extracted with ethyl acetate (2×20 mL), washed with brine and water, dried over MgSO4, filtered and concentrated in vacuo. The residue was purified by column chromatogra... The reactants are C1(=CC=CC=C1)O (phenol), C1[C@@H](O1)CCl (R-(-)-epichlorohydrin), CC(C)([O-])C.[K+] (potassium t-butoxide). Run in C(C)(C)(C)O (t-butyl alcohol). Conditions: temperature 60 celsius, time 2 hour. The product is C(C1CO1)OCC1CO1 (glycidyl ether). The yield is 139.1%. RXN SMILES: [C:1]1([OH:7])[CH:6]=[CH:5]C=CC=1.[CH2:8]1[O:10][C@H:9]1[CH2:11]Cl.CC(C)([O-:16])C.[K+]>C(O)(C)(C)C>[CH2:11]([O:7][CH2:1][CH:6]1[O:16][CH2:5]1)[CH:9]1[O:10][CH2:8]1 |f:2.3|. Procedure details: The starting phenol derivative (13 g) of the following formula: ##STR35## and the same R-(-)-epichlorohydrin (13.2 g) as used in Preparation 3, potassium t-butoxide (8.8 g) and t-butyl alcohol (80 ml) are mixed and stirred at 60° C. for 2 hours. After the reaction mixture is concentrated, chloroform is added to the concentrate and the resultant is washed with a saturated saline solution and dried over anhydrous magnesium sulfate. Chloroform is distilled away under reduced pressure to give a crud...